Dataset: the Open Reaction Database (ORD), a public repository of structured organic reaction records. Task: describe an organic reaction: reactants, conditions, products, and yield Procedure details: To 20.0 g (88.9 mmol) of meta-bromobenzotrifluoride stirring in 200 ml of tetrahydrofuran at 78° C., 61.2 ml of 1.6M n-butyl lithium (97.9 mmol) in hexane was added dropwise. After stirring the reaction 10 minutes at -78° C., 19.5 g (97.8 mmol) of trimethyltin chloride dissolved in 30 ml of tetrahydrofuran was added dropwise and the mixture stirred for 10 minutes at -78° C. before allowing to warm to room temperature. The reaction mixture was quenched with excess saturated sodium bicarbonate and... RXN SMILES: Br[C:2]1[CH:3]=[C:4]([C:8]([F:11])([F:10])[F:9])[CH:5]=[CH:6][CH:7]=1.C([Li])CCC.[CH3:17][Sn:18](Cl)([CH3:20])[CH3:19]>O1CCCC1.CCCCCC>[F:9][C:8]([F:11])([F:10])[C:4]1[CH:3]=[C:2]([Sn:18]([CH3:20])([CH3:19])[CH3:17])[CH:7]=[CH:6][CH:5]=1. The solvent is O1CCCC1 (tetrahydrofuran), CCCCCC (hexane), O1CCCC1 (tetrahydrofuran). Starting materials: BrC=1C=C(C=CC1)C(F)(F)F (meta-bromobenzotrifluoride), C(CCC)[Li] (n-butyl lithium), C[Sn](C)(C)Cl (trimethyltin chloride), Formula II, crude material, aryl stannane, heterocycles. Product: FC(C=1C=C(C=CC1)[Sn](C)(C)C)(F)F (3-(trifluoromethyl)phenyltrimethylstannane). The reactants are Brc1ccc(Br)nc1, O=C=O, CCOCC, [Li]CCCC, O. The product is O=C(O)c1ccc(Br)nc1. RXN SMILES: [Br:1][c:2]1[n:3][cH:4][c:5]([Br:8])[cH:6][cH:7]1.[C:14](=[O:15])=[O:16].[CH3:18][CH2:19][O:20][CH2:21][CH3:22].[CH3:9][CH2:10][CH2:11][CH2:12][Li:13].[OH2:17]>>[Br:1][c:2]1[n:3][cH:4][c:5]([C:14](=[O:15])[OH:16])[cH:6][cH:7]1. Starting materials: Cl.NCC(=O)OCC1=CC=C(C=C1)OC (p-methoxybenzyl glycinate hydrochloride), O (H2O), ice, C(=O)([O-])[O-].[K+].[K+] (K2CO3). Run in CCOC(=O)C (EtOAc). Yields the product NCC(=O)OCC1=CC=C(C=C1)OC (p-methoxybenzyl glycinate). Isolated yield 89.1%. RXN SMILES: Cl.[NH2:2][CH2:3][C:4]([O:6][CH2:7][C:8]1[CH:13]=[CH:12][C:11]([O:14][CH3:15])=[CH:10][CH:9]=1)=[O:5].O.C([O-])([O-])=O.[K+].[K+]>CCOC(C)=O>[NH2:2][CH2:3][C:4]([O:6][CH2:7][C:8]1[CH:9]=[CH:10][C:11]([O:14][CH3:15])=[CH:12][CH:13]=1)=[O:5] |f:0.1,3.4.5|. Procedure: A mixture of p-methoxybenzyl glycinate hydrochloride (23.2 g., 0.1 mole), H2O (50 ml.), and EtOAc (150 ml.) is stirred vigorously with ice-bath cooling while an ice-cold, saturated aqueous solution of K2CO3 (25 ml.) is added. The aqueous phase is separated and extracted with more EtOAc (2 × 50 ml.). The combined EtOAc solution is dried with MgSO4, filtered, evaporated in vacuo, and stripped with PhH to provide p-methoxybenzyl glycinate (17.4 g.) as a pale yellow liquid. Reactants: CCO, Cc1ccccc1C(=O)Nc1ccc(C(=O)N2CCCC(OCCN3C(=O)c4ccccc4C3=O)c3cc(Cl)ccc32)cn1, Cl, NN, O, O. The product is Cc1ccccc1C(=O)Nc1ccc(C(=O)N2CCCC(OCCN)c3cc(Cl)ccc32)cn1. Reaction SMILES: [CH3:50][CH2:51][OH:52].[Cl:1][c:2]1[cH:3][cH:4][c:5]2[c:6]([cH:44]1)[CH:7]([O:30][CH2:31][CH2:32][N:33]1[C:34](=[O:35])[c:36]3[cH:37][cH:38][cH:39][cH:40][c:41]3[C:42]1=[O:43])[CH2:8][CH2:9][CH2:10][N:11]2[C:12]([c:13]1[cH:14][n:15][c:16]([NH:19][C:20]([c:21]2[c:22]([CH3:27])[cH:23][cH:24][cH:25][cH:26]2)=[O:28])[cH:17][cH:18]1)=[O:29].[ClH:49].[NH2:46][NH2:47].[OH2:45].[OH2:48]>>[Cl:1][c:2]1[cH:3][cH:4][c:5]2[c:6]([cH:44]1)[CH:7]([O:30][CH2:31][CH2:32][NH2:33])[CH2:8][CH2:9][CH2:10][N:11]2[C:12]([c:13]1[cH:14][n:15][c:16]([NH:19][C:20]([c:21]2[c:22]([CH3:27])[cH:23][cH:24][cH:25][cH:26]2)=[O:28])[cH:17][cH:18]1)=[O:29]. Reactants: CCOC(=O)c1cc(OCC)c2[nH]nc(CC)c2c1, C1CCOC1, CCO, [Li+], [OH-]. The product is CCOc1cc(C(=O)O)cc2c(CC)n[nH]c12. RXN SMILES: [CH2:1]([CH3:2])[O:3][c:4]1[cH:5][c:6]([C:15](=[O:16])[O:17][CH2:18][CH3:19])[cH:7][c:8]2[c:9]([CH2:13][CH3:14])[n:10][nH:11][c:12]12.[CH2:25]1[O:26][CH2:27][CH2:28][CH2:29]1.[CH3:22][CH2:23][OH:24].[Li+:21].[OH-:20]>>[CH2:1]([CH3:2])[O:3][c:4]1[cH:5][c:6]([C:15](=[O:16])[OH:17])[cH:7][c:8]2[c:9]([CH2:13][CH3:14])[n:10][nH:11][c:12]12. Reactants: C(C)N(C1=C(C=CC(=C1)OC)[C@@H]1CC=2C=CC(=CC2CC1)OC(C(C)(C)C)=O)C(C1=CC(=C(C=C1)O)F)=O (pivalic acid (S)-6-{2-[ethyl(3-fluoro-4-hydroxybenzoyl)amino]-4-methoxyphenyl}-5,6,7,8-tetrahydronaphthalen-2-yl ester), ClCC(=O)N1CCCC1 (2-chloro-1-pyrrolidin-1-ylethanone). The product is C(C)N(C1=C(C=CC(=C1)OC)[C@@H]1CC=2C=CC(=CC2CC1)O)CC1=CC(=C(C=C1)OCCN1CCCC1)F ((S)-6-{2-{Ethyl[3-fluoro-4-(2-pyrrolidin-1-ylethoxy)benzyl]amino}-4-methoxyphenyl}-5,6,7,8-tetrahydronaphthalen-2-ol). The yield is 13.5%. As a reaction SMILES: [CH2:1]([N:3]([C:29](=O)[C:30]1[CH:35]=[CH:34][C:33]([OH:36])=[C:32]([F:37])[CH:31]=1)[C:4]1[CH:9]=[C:8]([O:10][CH3:11])[CH:7]=[CH:6][C:5]=1[C@H:12]1[CH2:21][CH2:20][C:19]2[CH:18]=[C:17]([O:22]C(=O)C(C)(C)C)[CH:16]=[CH:15][C:14]=2[CH2:13]1)[CH3:2].Cl[CH2:40][C:41]([N:43]1[CH2:47][CH2:46][CH2:45][CH2:44]1)=O>>[CH2:1]([N:3]([CH2:29][C:30]1[CH:35]=[CH:34][C:33]([O:36][CH2:40][CH2:41][N:43]2[CH2:47][CH2:46][CH2:45][CH2:44]2)=[C:32]([F:37])[CH:31]=1)[C:4]1[CH:9]=[C:8]([O:10][CH3:11])[CH:7]=[CH:6][C:5]=1[C@H:12]1[CH2:21][CH2:20][C:19]2[CH:18]=[C:17]([OH:22])[CH:16]=[CH:15][C:14]=2[CH2:13]1)[CH3:2]. Procedure details: Synthesized from pivalic acid (S)-6-{2-[ethyl(3-fluoro-4-hydroxybenzoyl)amino]-4-methoxyphenyl}-5,6,7,8-tetrahydronaphthalen-2-yl ester (20 mg) and 2-chloro-1-pyrrolidin-1-ylethanone (11 mg) according to an analogous synthetic method to Example 404 and purified by LC-MS, the title compound (2.7 mg) was obtained.